From a dataset of the Open Reaction Database (ORD), a public repository of structured organic reaction records. describe an organic reaction: reactants, conditions, products, and yield Reactants: CC1=CC2=C(SC=C2CC(=O)OC)C=C1 (methyl 5-methyl-3-benzo[b]thienylacetate), [H-].[Na+] (sodium hydride), CN(C=O)C (dimethylformamide), CN(C=O)C (dimethylformamide), Cl (hydrochloric acid). The solvent is C(=O)OC (methyl formate). Conditions: time 2 hour. Product: CC1=CC2=C(SC=C2C(C(=O)OC)=CO)C=C1 (methyl α-(5-methyl-3-benzo[b]thienyl)-β-hydroxyacrylate), crude product. RXN SMILES: [CH3:1][C:2]1[CH:15]=[CH:14][C:5]2[S:6][CH:7]=[C:8]([CH2:9][C:10]([O:12][CH3:13])=[O:11])[C:4]=2[CH:3]=1.[H-].[Na+].Cl.CN(C)[CH:21]=[O:22]>C(OC)=O>[CH3:1][C:2]1[CH:15]=[CH:14][C:5]2[S:6][CH:7]=[C:8]([C:9](=[CH:21][OH:22])[C:10]([O:12][CH3:13])=[O:11])[C:4]=2[CH:3]=1 |f:1.2|. Procedure: A solution of 79.7 g of methyl 5-methyl-3-benzo[b]thienylacetate in 200 ml of dimethylformamide and 200 ml of methyl formate is slowly added dropwise to a suspension of 10.4 g of sodium hydride in 100 ml of dimethylformamide. The reaction mixture is stirred for 2 hours at room temperature and then acidified with dilute hydrochloric acid, and this is then extracted with ethyl acetate. The organic phase is washed with water, dried over anhydrous sodium sulfate and concentrated under reduced pressu...